This data is from the Open Reaction Database (ORD), a public repository of structured organic reaction records. The task is: describe an organic reaction: reactants, conditions, products, and yield Starting materials: BrC=1C=C(C=NC1)C1(CC1)C(=O)OC (methyl 1-(5-bromo-3-pyridinyl)cyclopropanecarboxylate), [OH-].[Na+] (sodium hydroxide). Solvent: O1CCCC1 (tetrahydrofuran). Yields the product BrC=1C=C(C=NC1)C1(CC1)C(=O)O (1-(5-bromo-3-pyridinyl)cyclopropanecarboxylic acid). Reaction SMILES: [Br:1][C:2]1[CH:3]=[C:4]([C:8]2([C:11]([O:13]C)=[O:12])[CH2:10][CH2:9]2)[CH:5]=[N:6][CH:7]=1.[OH-].[Na+]>O1CCCC1>[Br:1][C:2]1[CH:3]=[C:4]([C:8]2([C:11]([OH:13])=[O:12])[CH2:9][CH2:10]2)[CH:5]=[N:6][CH:7]=1 |f:1.2|. Procedure: To a solution of the title compound from Example 71 Step B (100 mg, 0.390 mmol) in tetrahydrofuran (2.0 mL) was added aqueous 1 N sodium hydroxide solution (0.390 ml, 0.390 mmol). After stirring for several hours at room temperature, the reaction was concentrated under reduced pressure to provide the title compound: LCMS m/z 241.95 [M+H]+; 1H NMR (500 MHz, CDCl3) δ 8.58 (s, 1H), 8.53 (s, 1H), 7.86 (s, 1H), 1.76-1.74 (m, 2H), 1.29-1.27 (m, 2H). Starting materials: C(C)(=O)OCC1C(CC1COC(C)=O)N1C2=NC(=NC(=C2N=C1)Cl)N (9-(2',3'-Bis(acetoxymethyl)cyclobutyl)-2-amino-6-chloropurine), C(C)(=O)[O-].[Na+] (sodium acetate), [H][H] (hydrogen). Reagents/catalysts: [Pd] (Pd on carbon). The solvent is CO (methanol). Conditions: time 12 hour. The product is C(C)(=O)OCC1C(CC1COC(C)=O)N1C2=NC(=NC=C2N=C1)N (9-(2',3'-Bis(acetoxymethyl)cyclobutyl)-2-aminopurine). Yield: 67.1%. As a reaction SMILES: [C:1]([O:4][CH2:5][CH:6]1[CH:9]([CH2:10][O:11][C:12](=[O:14])[CH3:13])[CH2:8][CH:7]1[N:15]1[CH:23]=[N:22][C:21]2[C:16]1=[N:17][C:18]([NH2:25])=[N:19][C:20]=2Cl)(=[O:3])[CH3:2].C([O-])(=O)C.[Na+].[H][H]>[Pd].CO>[C:1]([O:4][CH2:5][CH:6]1[CH:9]([CH2:10][O:11][C:12](=[O:14])[CH3:13])[CH2:8][CH:7]1[N:15]1[CH:23]=[N:22][C:21]2[C:16]1=[N:17][C:18]([NH2:25])=[N:19][CH:20]=2)(=[O:3])[CH3:2] |f:1.2|. Procedure details: A mixture of 2.63 g (7.15 mmol) of the product from Example 22, 1.18 g (14.3 mmol) of anhydrous sodium acetate, 1.0 g of 10% Pd on carbon and 100 mL of methanol was stirred under 1 atmosphere of hydrogen. After 12 hours, the reaction mixture was filtered and concentrated to a residue under reduced pressure. To the residue was added water and ethyl acetate, and the phases were separated. The aqueous phase was extracted with several portions of ethyl acetate and the combined organic extracts were ... Reactants: CCOCC(=O)N1C(=O)OCC1Cc1ccccc1, COc1cc(OCCc2nc(-c3ccccc3)oc2C)ccc1C=O, Cc1oc(-c2ccccc2)nc1CCOS(C)(=O)=O, COc1cc(O)ccc1C=O. The product is CCOC(C(=O)N1C(=O)OCC1Cc1ccccc1)C(O)c1ccc(OCCc2nc(-c3ccccc3)oc2C)cc1OC. As a reaction SMILES: [CH2:56]([c:57]1[cH:58][cH:59][cH:60][cH:61][cH:62]1)[CH:63]1[N:64]([C:69]([CH2:70][O:71][CH2:72][CH3:73])=[O:74])[C:65](=[O:68])[O:66][CH2:67]1.[CH3:1][O:2][c:3]1[c:4]([CH:5]=[O:6])[cH:7][cH:8][c:9]([O:11][CH2:12][CH2:13][c:14]2[n:15][c:16](-[c:20]3[cH:21][cH:22][cH:23][cH:24][cH:25]3)[o:17][c:18]2[CH3:19])[cH:10]1.[CH3:37][c:38]1[o:39][c:40](-[c:41]2[cH:42][cH:43][cH:44][cH:45][cH:46]2)[n:47][c:48]1[CH2:49][CH2:50][O:51][S:52]([CH3:53])(=[O:54])=[O:55].[OH:26][c:27]1[cH:28][cH:29][c:30]([CH:31]=[O:32])[c:33]([O:34][CH3:35])[cH:36]1>>[CH3:1][O:2][c:3]1[c:4]([CH:5]([OH:6])[CH:70]([C:69]([N:64]2[CH:63]([CH2:56][c:57]3[cH:58][cH:59][cH:60][cH:61][cH:62]3)[CH2:67][O:66][C:65]2=[O:68])=[O:74])[O:71][CH2:72][CH3:73])[cH:7][cH:8][c:9]([O:11][CH2:12][CH2:13][c:14]2[n:15][c:16](-[c:20]3[cH:21][cH:22][cH:23][cH:24][cH:25]3)[o:17][c:18]2[CH3:19])[cH:10]1. Reactants: FC(C1=NN(C=C1)C1CCN(CC1)C(=O)OC(C)(C)C)(F)F (tert-butyl 4-[3-(trifluoromethyl)-1H-pyrazol-1-yl]piperidine-1-carboxylate), FC(C(=O)O)(F)F (trifluoroacetic acid), resultant solution. Run in ClCCl (dichloromethane). Product: FC(C1=NN(C=C1)C1CCNCC1)(F)F (4-[3-(Trifluoromethyl)-1H-pyrazol-1-yl]piperidine). Yield: 127.7%. As a reaction SMILES: [F:1][C:2]([F:22])([F:21])[C:3]1[CH:7]=[CH:6][N:5]([CH:8]2[CH2:13][CH2:12][N:11](C(OC(C)(C)C)=O)[CH2:10][CH2:9]2)[N:4]=1.FC(F)(F)C(O)=O>ClCCl>[F:22][C:2]([F:1])([F:21])[C:3]1[CH:7]=[CH:6][N:5]([CH:8]2[CH2:9][CH2:10][NH:11][CH2:12][CH2:13]2)[N:4]=1. Procedure details: To a dichloromethane solution (1.5 mL) of tert-butyl 4-[3-(trifluoromethyl)-1H-pyrazol-1-yl]piperidine-1-carboxylate (150 mg, 0.50 mmol) synthesized in Reference Synthesis Example 33, trifluoroacetic acid (0.7 mL) was added at room temperature, and the resultant solution was stirred for 3 hours. After completion of the reaction, the reaction solution was concentrated under reduced pressure and water was added to the concentrated reaction solution, followed by extraction from the resultant mixtur... The reactants are COC(=O)CBr, C1CCOC1, COc1ccc2c(=O)[nH]oc2c1. Product: COC(=O)Cn1oc2cc(OC)ccc2c1=O. Reaction SMILES: [Br:13][CH2:14][C:15](=[O:16])[O:17][CH3:18].[CH2:19]1[O:20][CH2:21][CH2:22][CH2:23]1.[CH3:1][O:2][c:3]1[cH:4][c:5]2[c:6]([c:7](=[O:10])[nH:8][o:9]2)[cH:11][cH:12]1>>[CH3:1][O:2][c:3]1[cH:4][c:5]2[c:6]([c:7](=[O:10])[n:8]([CH2:14][C:15](=[O:16])[O:17][CH3:18])[o:9]2)[cH:11][cH:12]1. The reactants are Cl, CC(=O)c1ccc2ncc(Cc3cc4cccnc4cc3F)n2n1, NNC(N)=S. The product is CC(=NNC(N)=S)c1ccc2ncc(Cc3cc4cccnc4cc3F)n2n1. Reaction SMILES: [ClH:1].[F:7][c:8]1[c:9]([CH2:18][c:19]2[cH:20][n:21][c:22]3[n:23]2[n:24][c:25]([C:28]([CH3:29])=[O:30])[cH:26][cH:27]3)[cH:10][c:11]2[cH:12][cH:13][cH:14][n:15][c:16]2[cH:17]1.[NH:2]([NH2:3])[C:4]([NH2:5])=[S:6]>>[NH:2]([N:3]=[C:28]([c:25]1[n:24][n:23]2[c:19]([CH2:18][c:9]3[c:8]([F:7])[cH:17][c:16]4[c:11]([cH:10]3)[cH:12][cH:13][cH:14][n:15]4)[cH:20][n:21][c:22]2[cH:27][cH:26]1)[CH3:29])[C:4]([NH2:5])=[S:6].